From a dataset of the Open Reaction Database (ORD), a public repository of structured organic reaction records. describe an organic reaction: reactants, conditions, products, and yield Starting materials: BrC=1C=CC2=C(C=3N(CCO2)C(=C(N3)C(=O)N)C(=O)NC)C1 (10-bromo-N3-methyl-5,6-dihydrobenzo[f]imidazo[1,2-d][1,4]oxazepine-2,3-dicarboxamide), N1=C(C=CC=C1)[C@@](C)(C#C)O ((2R)-2-(2-pyridyl)but-3-yn-2-ol). Product: O[C@](C#CC=1C=CC2=C(C=3N(CCO2)C(=C(N3)C(=O)N)C(=O)NC)C1)(C)C1=NC=CC=C1 (10-[(3S)-3-hydroxy-3-(2-pyridyl)but-1-ynyl]-N3-methyl-5,6-dihydroimidazo[1,2-d][1,4]benzoxazepine-2,3-dicarboxamide). The yield is 6.1%. As a reaction SMILES: Br[C:2]1[CH:3]=[CH:4][C:5]2[O:11][CH2:10][CH2:9][N:8]3[C:12]([C:18]([NH:20][CH3:21])=[O:19])=[C:13]([C:15]([NH2:17])=[O:16])[N:14]=[C:7]3[C:6]=2[CH:22]=1.[N:23]1[CH:28]=[CH:27][CH:26]=[CH:25][C:24]=1[C@:29]([OH:33])([C:31]#[CH:32])[CH3:30]>>[OH:33][C@@:29]([C:24]1[CH:25]=[CH:26][CH:27]=[CH:28][N:23]=1)([CH3:30])[C:31]#[C:32][C:2]1[CH:3]=[CH:4][C:5]2[O:11][CH2:10][CH2:9][N:8]3[C:12]([C:18]([NH:20][CH3:21])=[O:19])=[C:13]([C:15]([NH2:17])=[O:16])[N:14]=[C:7]3[C:6]=2[CH:22]=1. Procedure: 10-bromo-N3-methyl-5,6-dihydrobenzo[f]imidazo[1,2-d][1,4]oxazepine-2,3-dicarboxamide was reacted with (2R)-2-(2-pyridyl)but-3-yn-2-ol via General Procedure G to afford 3.4 mg (6.1%) of 10-[(3S)-3-hydroxy-3-(2-pyridyl)but-1-ynyl]-N3-methyl-5,6-dihydroimidazo[1,2-d][1,4]benzoxazepine-2,3-dicarboxamide. M+1=432.0